Dataset: the Open Reaction Database (ORD), a public repository of structured organic reaction records. Task: describe an organic reaction: reactants, conditions, products, and yield The reactants are Cc1cc2c(s1)Nc1ccccc1N=C2N, CS(C)=O, CCOC(C)=O, Cc1ccccc1, CCN(C(C)C)C(C)C, Cl, FC(F)(F)c1cccc(CCC2CNCCN2)c1, O. The product is Cc1cc2c(s1)Nc1ccccc1N=C2N1CCNC(CCc2cccc(C(F)(F)F)c2)C1. As a reaction SMILES: [CH3:2][c:3]1[cH:4][c:5]2[c:11]([s:12]1)[NH:10][c:9]1[c:8]([cH:16][cH:15][cH:14][cH:13]1)[N:7]=[C:6]2[NH2:17].[CH3:45][S:46]([CH3:47])=[O:48].[CH3:49][CH2:50][O:51][C:52](=[O:53])[CH3:54].[CH3:56][c:57]1[cH:58][cH:59][cH:60][cH:61][cH:62]1.[CH:36]([N:37]([CH2:38][CH3:39])[CH:40]([CH3:41])[CH3:42])([CH3:43])[CH3:44].[ClH:1].[F:18][C:19]([c:20]1[cH:21][c:22]([CH2:26][CH2:27][CH:28]2[NH:29][CH2:30][CH2:31][NH:32][CH2:33]2)[cH:23][cH:24][cH:25]1)([F:34])[F:35].[OH2:55]>>[CH3:2][c:3]1[cH:4][c:5]2[c:11]([s:12]1)[NH:10][c:9]1[c:8]([cH:16][cH:15][cH:14][cH:13]1)[N:7]=[C:6]2[N:17]1[CH2:31][CH2:30][NH:29][CH:28]([CH2:27][CH2:26][c:22]2[cH:21][c:20]([C:19]([F:18])([F:34])[F:35])[cH:25][cH:24][cH:23]2)[CH2:33]1. Product: C[C@@H](CCC)OC1=NC(=C2N=C(N(C2=N1)CCC1CCN(CC1)C(C)C)OC)N (2-{[(1S)-1-Methylbutyl]oxy}-9-{2-[1-(1-methylethyl)-4-piperidinyl]ethyl}-8-(methyloxy)-9H-purin-6-amine). Reactants: C(C)N1CC(CCC1)CCN1C2=NC(=NC(=C2N=C1OC)N)O[C@H](CCC)C (9-[2-(1-Ethyl-3-piperidinyl)ethyl]-2-{[(1S)-1-methylbutyl]oxy}-8-(methyloxy)-9H-purin-6-amine), C[C@@H](CCC)OC1=NC(=C2N=C(N(C2=N1)CCC1CCNCC1)OC)N (2-{[(1S)-1-methylbutyl]oxy}-8-(methyloxy)-9-[2-(4-piperidinyl)ethyl]-9H-purin-6-amine), IC(C)C (2-iodopropane). Procedure: Prepared similarly to Intermediate 46 from 2-{[(1S)-1-methylbutyl]oxy}-8-(methyloxy)-9-[2-(4-piperidinyl)ethyl]-9H-purin-6-amine and 2-iodopropane. LCMS (System B): tRET=1.27 min; MH+ 405 RXN SMILES: C(N1CC[CH2:6][CH:5](CCN2C(OC)=NC3C2=NC(O[C@@H](C)CCC)=NC=3N)[CH2:4]1)C.[CH3:29][C@H:30]([O:34][C:35]1[N:43]=[C:42]2[C:38]([N:39]=[C:40]([O:52][CH3:53])[N:41]2[CH2:44][CH2:45][CH:46]2[CH2:51][CH2:50][NH:49][CH2:48][CH2:47]2)=[C:37]([NH2:54])[N:36]=1)[CH2:31][CH2:32][CH3:33].IC(C)C>>[CH3:29][C@H:30]([O:34][C:35]1[N:43]=[C:42]2[C:38]([N:39]=[C:40]([O:52][CH3:53])[N:41]2[CH2:44][CH2:45][CH:46]2[CH2:47][CH2:48][N:49]([CH:5]([CH3:6])[CH3:4])[CH2:50][CH2:51]2)=[C:37]([NH2:54])[N:36]=1)[CH2:31][CH2:32][CH3:33]. Starting materials: CCO, Cc1c(Cl)ccc2c1[nH]c1c(C(=O)O)cccc12, NO, [Na]. Yields the product Cc1c(Cl)ccc2c1[nH]c1c(C(=O)NO)cccc12. RXN SMILES: [CH3:22][CH2:23][OH:24].[Cl:4][c:5]1[cH:6][cH:7][c:8]2[c:9]3[cH:10][cH:11][cH:12][c:13]([C:19](=[O:20])[OH:21])[c:14]3[nH:15][c:16]2[c:17]1[CH3:18].[NH2:1][OH:2].[Na:3]>>[NH:1]([OH:2])[C:19]([c:13]1[cH:12][cH:11][cH:10][c:9]2[c:8]3[cH:7][cH:6][c:5]([Cl:4])[c:17]([CH3:18])[c:16]3[nH:15][c:14]21)=[O:21]. Reaction SMILES: [CH:1]12[CH2:10][CH:5]3[CH2:6][CH:7]([CH2:9][CH:3]([CH2:4]3)[C:2]1=O)[CH2:8]2.Cl>O1CCCC1>[CH:1]12[CH2:10][CH:5]3[CH2:6][CH:7]([CH2:9][CH:3]([CH2:4]3)[C:2]1=[C:2]1[CH:3]3[CH2:9][CH:7]4[CH2:6][CH:5]([CH2:10][CH:1]1[CH2:8]4)[CH2:4]3)[CH2:8]2. Procedure details: A slurry of titanium trichloride (3.10 gm, 20.0 mmol) in 40 ml dry tetrahydrofuran was prepared under a nitrogen atmosphere, and powdered lighium aluminum hydride (380 mg, 10.0 mmol) was cautiously added. The resulting solution was stirred for one hour at room temperature to form the Ti(II) reagent, and a solution of adamantanone (1.50 gm, 10.0 mmol) in 10 ml dry Tetrahydrofuran was added. The reaction was refluxed for twelve hours, then poured into 50 ml 2 N aqueous hydrochloric acid. The solut... Yields the product C12C(C3CC(CC(C1)C3)C2)=C2C3CC1CC(CC2C1)C3 (adamantylideneadamantane). The solvent is O1CCCC1 (Tetrahydrofuran). Yield: 85.7%. Starting materials: C12C(C3CC(CC(C1)C3)C2)=O (adamantanone), Cl (hydrochloric acid). The reactants are CS(=O)(=O)Cl, c1ccncc1, OCC(O)COc1nccs1. Product: CS(=O)(=O)OCC(O)COc1nccs1. Reaction SMILES: [CH3:12][S:13](=[O:14])(=[O:15])[Cl:16].[cH:17]1[cH:18][cH:19][n:20][cH:21][cH:22]1.[s:1]1[c:2]([O:6][CH2:7][CH:8]([CH2:9][OH:10])[OH:11])[n:3][cH:4][cH:5]1>>[s:1]1[c:2]([O:6][CH2:7][CH:8]([CH2:9][O:10][S:13]([CH3:12])(=[O:14])=[O:15])[OH:11])[n:3][cH:4][cH:5]1. Reactants: COC(=O)C1=C(N=C(S1)N1C=NC2=C1C=C(C(=C2)OC)OC)Br (4-bromo-2-(5,6-dimethoxy-benzoimidazol-1-yl)-thiazole-5-carboxylic acid methyl ester), CN(C(=O)C=1C=C(C=CC1)B(O)O)C (3-dimethylcarbamoylphenylboronic acid). Product: COC1=CC2=C(N(C=N2)C=2SC(=C(N2)C2=CC(=CC=C2)C(N(C)C)=O)C(=O)O)C=C1OC (2-(5,6-Dimethoxy-benzoimidazol-1-yl)-4-(3-dimethylcarbamoyl-phenyl)-thiazole-5-carboxylic acid). Yield: 4.0%. As a reaction SMILES: C[O:2][C:3]([C:5]1[S:9][C:8]([N:10]2[C:14]3[CH:15]=[C:16]([O:21][CH3:22])[C:17]([O:19][CH3:20])=[CH:18][C:13]=3[N:12]=[CH:11]2)=[N:7][C:6]=1Br)=[O:4].[CH3:24][N:25]([CH3:37])[C:26]([C:28]1[CH:29]=[C:30](B(O)O)[CH:31]=[CH:32][CH:33]=1)=[O:27]>>[CH3:20][O:19][C:17]1[C:16]([O:21][CH3:22])=[CH:15][C:14]2[N:10]([C:8]3[S:9][C:5]([C:3]([OH:2])=[O:4])=[C:6]([C:30]4[CH:31]=[CH:32][CH:33]=[C:28]([C:26](=[O:27])[N:25]([CH3:24])[CH3:37])[CH:29]=4)[N:7]=3)[CH:11]=[N:12][C:13]=2[CH:18]=1. Reported procedure: In a similar manner as described for Example 26, 4-bromo-2-(5,6-dimethoxy-benzoimidazol-1-yl)-thiazole-5-carboxylic acid methyl ester (40 mg, 0.1 mmol) and 3-dimethylcarbamoylphenylboronic acid (29 mg, 0.15 mmol) gave 2-(5,6-Dimethoxy-benzoimidazol-1-yl)-4-(3-dimethylcarbamoyl-phenyl)-thiazole-5-carboxylic acid (1.8 mg, 4%) as a white solid. 1H NMR (400 MHz, DMSO-d6) δ ppm 8.81 (s, 1 H); 7.84 (s, 1 H); 7.73-7.79 (m, 2H); 7.44-7.59 (m, 3 H); 7.40 (s, 1 H); 3.91 (s, 3 H, NCH3), 3.86 (s, 3 H); 3.01... Starting materials: O (water), FC=1C=C2C(=C(NC2=CC1)CCC(=O)O)C (5-fluoro-3-methyl-1H-indole-2-propanoic acid), Cl.ClCC1=CC=C(C=C1)N1C=NC=C1 (1-[4-(chloro-methyl)phenyl]-1H-imidazole hydrochloride), [H-].[Na+] (NaH). Run in CN(C)C=O (DMF). Run at temperature 0 celsius, time 60 minute. Product: FC=1C=C2C(=C(N(C2=CC1)CC1=CC=C(C=C1)N1C=NC=C1)CCC(=O)O)C (5-Fluoro-1-[[4-(1H-imidazol-1-yl)phenyl]methyl]-3-methyl-1H-indole-2-propanoic acid). Isolated yield 10.4%. As a reaction SMILES: [F:1][C:2]1[CH:3]=[C:4]2[C:8](=[CH:9][CH:10]=1)[NH:7][C:6]([CH2:11][CH2:12][C:13]([OH:15])=[O:14])=[C:5]2[CH3:16].[H-].[Na+].Cl.Cl[CH2:21][C:22]1[CH:27]=[CH:26][C:25]([N:28]2[CH:32]=[CH:31][N:30]=[CH:29]2)=[CH:24][CH:23]=1.O>CN(C=O)C>[F:1][C:2]1[CH:3]=[C:4]2[C:8](=[CH:9][CH:10]=1)[N:7]([CH2:21][C:22]1[CH:23]=[CH:24][C:25]([N:28]3[CH:32]=[CH:31][N:30]=[CH:29]3)=[CH:26][CH:27]=1)[C:6]([CH2:11][CH2:12][C:13]([OH:15])=[O:14])=[C:5]2[CH3:16] |f:1.2,3.4|. Procedure: A solution of 198 mg of 5-fluoro-3-methyl-1H-indole-2-propanoic acid in 20 ml of dry DMF is cooled at 0° C., and treated with 155 mg of 55% NaH. The reaction mixture is stirred for 60 minutes at 0° C., then 307 mg of 1-[4-(chloro-methyl)phenyl]-1H-imidazole hydrochloride are added portionwise under nitrogen at 0° C. After stirring at room temperature for 16 hours the mixture is poured into water and washed with methylene chloride. The aqueous solution is neutralized with diluted HCl and extracte...